Dataset: the Open Reaction Database (ORD), a public repository of structured organic reaction records. Task: describe an organic reaction: reactants, conditions, products, and yield Starting materials: C=CCN(CCCc1ccc(C)cc1)C(=O)C(=C)CCC(=O)OC, ClCCl, [Ru]. The product is COC(=O)CCC1=CCN(CCCc2ccc(C)cc2)C1=O. As a reaction SMILES: [CH3:1][O:2][C:3]([CH2:4][CH2:5][C:6]([C:8]([N:9]([CH2:10][CH2:11][CH2:12][c:13]1[cH:14][cH:15][c:16]([CH3:19])[cH:17][cH:18]1)[CH2:20][CH:21]=[CH2:7])=[O:23])=[CH2:22])=[O:24].[Cl:26][CH2:27][Cl:28].[Ru:25]>>[CH3:1][O:2][C:3]([CH2:4][CH2:5][C:6]1=[CH:21][CH2:20][N:9]([CH2:10][CH2:11][CH2:12][c:13]2[cH:14][cH:15][c:16]([CH3:19])[cH:17][cH:18]2)[C:8]1=[O:23])=[O:24]. Starting materials: [H-].[Na+] (sodium hydride), CI (methyl iodide), [H-].[Na+] (sodium hydride), CI (methyl iodide), [H-].[Na+] (sodium hydride), CI (methyl iodide), CC1=C2CC(C(C2=C(C(=C1)C)O)=O)CC1=CC=CC=C1 (2,3-dihydro-4,6-dimethyl-7-hydroxy-2-benzyl-1H-inden-1-one), CN(C=O)C (dimethylformamide). Conditions: time 40 minute. The product is CC1(C(C2=C(C(=CC(=C2C1)C)C)OC)=O)CC1=CC=CC=C1 (2,3-dihydro-2,4,6-trimethyl-7 -methoxy-2-benzyl-1H-inden-1-one). RXN SMILES: [CH3:1][C:2]1[CH:10]=[C:9]([CH3:11])[C:8]([OH:12])=[C:7]2[C:3]=1[CH2:4][CH:5]([CH2:14][C:15]1[CH:20]=[CH:19][CH:18]=[CH:17][CH:16]=1)[C:6]2=O.[H-].[Na+].[CH3:23]I.CN(C)[CH:27]=[O:28]>>[CH3:6][C:5]1([CH2:14][C:15]2[CH:20]=[CH:19][CH:18]=[CH:17][CH:16]=2)[CH2:4][C:3]2[C:7](=[C:8]([O:12][CH3:23])[C:9]([CH3:11])=[CH:10][C:2]=2[CH3:1])[C:27]1=[O:28] |f:1.2|. Procedure details: 28.3 Grams of 2,3-dihydro-4,6-dimethyl-7-hydroxy-2-benzyl-1H-inden-1-one was dissolved in 350 ml of dimethylformamide, then 5.2 g of 60%-sodium hydride was added thereto at 55°-60° C. and the mixture was stirred for 40 minutes. Next 8 ml of methyl iodide was added thereto, and the whole mixture was heated to the same temperature for 1 hour. Followed by 5.2 g of 60%-sodium hydride was added and stirred for 40 minutes at the same temperature. Next, 8 ml of methyl iodide was further added and heate... The reactants are [N+](=O)([O-])C=1C=C(C(=O)NC2=CC=C(C(=O)N3CCCC4=CC=CC=C34)C=C2)C=CC1 (1-[4-(3-nitrobenzoylamino)benzoyl]-1,2,3,4-tetrahydroquinoline), [H][H] (hydrogen). Reagents/catalysts: [Pd] (Pd-C). The solvent is C(C)O (Ethanol). Yields the product NC=1C=C(C(=O)NC2=CC=C(C(=O)N3CCCC4=CC=CC=C34)C=C2)C=CC1 (1-[4-(3-aminobenzoylamino)benzoyl]-1,2,3,4-tetrahydroquinoline). Isolated yield 79.9%. As a reaction SMILES: [N+:1]([C:4]1[CH:5]=[C:6]([CH:28]=[CH:29][CH:30]=1)[C:7]([NH:9][C:10]1[CH:27]=[CH:26][C:13]([C:14]([N:16]2[C:25]3[C:20](=[CH:21][CH:22]=[CH:23][CH:24]=3)[CH2:19][CH2:18][CH2:17]2)=[O:15])=[CH:12][CH:11]=1)=[O:8])([O-])=O.[H][H]>[Pd].C(O)C>[NH2:1][C:4]1[CH:5]=[C:6]([CH:28]=[CH:29][CH:30]=1)[C:7]([NH:9][C:10]1[CH:27]=[CH:26][C:13]([C:14]([N:16]2[C:25]3[C:20](=[CH:21][CH:22]=[CH:23][CH:24]=3)[CH2:19][CH2:18][CH2:17]2)=[O:15])=[CH:12][CH:11]=1)=[O:8]. Reported procedure: Ethanol (50 ml) is added to 10% Pd-C (0.1 g) and thereto is added-1-[4-(3-nitrobenzoylamino)benzoyl]-1,2,3,4-tetrahydroquinoline (0.73 g). The mixture is subjected to catalytic reduction at ordinary temperature under atmospheric pressure of hydrogen. After completion of the reduction, 10% Pd-C is removed by filtration and the liltrate is concentrated under reduced pressure. The residue is extracted with dichloromethane and the extract is dried over magnesium sulfate. The solvent is distilled off... Reactants: C(C)(C)(C)OC(=O)N1CCN(CC1)C1=NC(=CN=C1)Cl (6′-chloro-2,3,5,6-tetrahydro-1,2′-bipyrazinyl-4-carboxylic acid tert-butyl ester), CC1(C=2C=CC(=CC2C(CC1)(C)C)B(O)O)C (5,5,8,8-tetramethyl-5,6,7,8-tetrahydronaphthalen-2-ylboronic acid). The product is C(C)(C)(C)OC(=O)N1CCN(CC1)C1=NC(=CN=C1)C1=CC=2C(CCC(C2C=C1)(C)C)(C)C (6′-(5,5,8,8-Tetramethyl-5,6,7,8-tetrahydronaphthalen-2-yl)-2,3,5,6-tetrahydro-1,2′-bipyrazinyl-4-carboxylic acid tert-butyl ester). Reaction SMILES: [C:1]([O:5][C:6]([N:8]1[CH2:13][CH2:12][N:11]([C:14]2[CH:19]=[N:18][CH:17]=[C:16](Cl)[N:15]=2)[CH2:10][CH2:9]1)=[O:7])([CH3:4])([CH3:3])[CH3:2].[CH3:21][C:22]1([CH3:37])[CH2:31][CH2:30][C:29]([CH3:33])([CH3:32])[C:28]2[CH:27]=[C:26](B(O)O)[CH:25]=[CH:24][C:23]1=2>>[C:1]([O:5][C:6]([N:8]1[CH2:13][CH2:12][N:11]([C:14]2[CH:19]=[N:18][CH:17]=[C:16]([C:26]3[CH:25]=[CH:24][C:23]4[C:22]([CH3:37])([CH3:21])[CH2:31][CH2:30][C:29]([CH3:33])([CH3:32])[C:28]=4[CH:27]=3)[N:15]=2)[CH2:10][CH2:9]1)=[O:7])([CH3:4])([CH3:3])[CH3:2]. Procedure details: The preparation is carried out analogously to FS 102 starting from 6′-chloro-2,3,5,6-tetrahydro-1,2′-bipyrazinyl-4-carboxylic acid tert-butyl ester (preparation analogous to US 2005/176722) and 5,5,8,8-tetramethyl-5,6,7,8-tetrahydronaphthalen-2-ylboronic acid. Starting materials: CC#N, COC1CC(=O)CC(c2cccc(Cl)c2)C12C(=O)Nc1cc(Cl)ccc12, [N-]=[N+]=[N-], [Na+]. The product is COC1CC(=O)NCC(c2cccc(Cl)c2)C12C(=O)Nc1cc(Cl)ccc12. RXN SMILES: [CH3:31][C:32]#[N:33].[Cl:1][c:2]1[cH:3][cH:4][c:5]2[c:6]([cH:7]1)[NH:8][C:9](=[O:26])[C:10]21[CH:11]([c:19]2[cH:20][c:21]([Cl:25])[cH:22][cH:23][cH:24]2)[CH2:12][C:13](=[O:18])[CH2:14][CH:15]1[O:16][CH3:17].[N-:27]=[N+:28]=[N-:29].[Na+:30]>>[Cl:1][c:2]1[cH:3][cH:4][c:5]2[c:6]([cH:7]1)[NH:8][C:9](=[O:26])[C:10]21[CH:11]([c:19]2[cH:20][c:21]([Cl:25])[cH:22][cH:23][cH:24]2)[CH2:12][NH:27][C:13](=[O:18])[CH2:14][CH:15]1[O:16][CH3:17]. Starting materials: CS(=O)(=O)Cl, ClCCl, Cl, NCc1ccccc1S(=O)(=O)c1ccc(C=Cc2ccc(F)cc2)cc1, [Na+], [OH-]. Product: CS(=O)(=O)NCc1ccccc1S(=O)(=O)c1ccc(C=Cc2ccc(F)cc2)cc1. Reaction SMILES: [CH3:28][S:29]([Cl:30])(=[O:31])=[O:32].[Cl:35][CH2:36][Cl:37].[ClH:1].[F:2][c:3]1[cH:4][cH:5][c:6]([CH:9]=[CH:10][c:11]2[cH:12][cH:13][c:14]([S:17](=[O:18])(=[O:19])[c:20]3[c:21]([CH2:22][NH2:23])[cH:24][cH:25][cH:26][cH:27]3)[cH:15][cH:16]2)[cH:7][cH:8]1.[Na+:34].[OH-:33]>>[F:2][c:3]1[cH:4][cH:5][c:6]([CH:9]=[CH:10][c:11]2[cH:12][cH:13][c:14]([S:17](=[O:18])(=[O:19])[c:20]3[c:21]([CH2:22][NH:23][S:29]([CH3:28])(=[O:31])=[O:32])[cH:24][cH:25][cH:26][cH:27]3)[cH:15][cH:16]2)[cH:7][cH:8]1. The reactants are CC(C)C[AlH]CC(C)C (DIBAL), solution, FC1=C(CN2C(=C(C(C(=C2C)C(=O)OCC)=O)Br)C)C(=CC=C1)F (1-(2,6-difluorobenzyl)-2,6-dimethyl-3-bromo-5-ethoxycarbonyl-4-pyridone), CC(C)C[AlH]CC(C)C (DIBAL), solution, CO (MeOH). Run in hexanes, C1CCOC1.C(Cl)Cl (THF DCM), hexanes. Reaction conditions: time 1 hour. The product is FC1=C(CN2C(=C(C(C(=C2C)C=O)=O)Br)C)C(=CC=C1)F (1-(2,6-Difluorobenzyl)-2,6-dimethyl-3-bromo-5-formyl-4-pyridone). Isolated yield 64.3%. Reaction SMILES: CC(C[AlH]CC(C)C)C.[F:10][C:11]1[CH:32]=[CH:31][CH:30]=[C:29]([F:33])[C:12]=1[CH2:13][N:14]1[C:19]([CH3:20])=[C:18]([C:21](OCC)=[O:22])[C:17](=[O:26])[C:16]([Br:27])=[C:15]1[CH3:28].CO>C1COCC1.C(Cl)Cl>[F:10][C:11]1[CH:32]=[CH:31][CH:30]=[C:29]([F:33])[C:12]=1[CH2:13][N:14]1[C:19]([CH3:20])=[C:18]([CH:21]=[O:22])[C:17](=[O:26])[C:16]([Br:27])=[C:15]1[CH3:28] |f:3.4|. Procedure details: DIBAL (5.3 mmol, 5.3 mL of a 1.0 M solution in hexanes) was added dropwise via syringe to a stirred solution of 1-(2,6-difluorobenzyl)-2,6-dimethyl-3-bromo-5-ethoxycarbonyl-4-pyridone (1.40 g, 3.5 mmol) in THF/DCM (60 mL/20 mL), at −78° C. under N2. A suspension was formed at the end of the addition. After 1 hour, an additional aliquot of DIBAL (3.0 mmol, 3.0 mL of a 1.0 M solution in hexanes) was added. The reaction was deemed complete after 1 hour at −78° C. MeOH (5 mL) was carefully added to ...